This data is from the Open Reaction Database (ORD), a public repository of structured organic reaction records. The task is: describe an organic reaction: reactants, conditions, products, and yield Starting materials: N1C=NC=C1 (imidazole), C(C)(C)(C)[Si](Cl)(C)C (tert-butyldimethylchlorosilane), C(=O)(OC(C)(C)C)N[C@H]([C@H](C[C@H](C(=O)O)CC1=C(C=CC=C1)OC)O)CC1=CC=CC=C1 (5(S)-(Boc-amino)-4(S)-hydroxy-6-phenyl-2(R)-[(2-methoxyphenyl)methyl]hexanoic acid). Run in CN(C)C=O (DMF). Run at time 20 hour. The product is C(=O)(OC(C)(C)C)N[C@H]([C@H](C[C@H](C(=O)O)CC1=C(C=CC=C1)OC)O[Si](C)(C)C(C)(C)C)CC1=CC=CC=C1 (5(S)-(Boc-Amino)-4(S)-(tert-butyldimethylsilyloxy)-6-phenyl-2(R)-[(2-methoxyphenyl)methyl]hexanoic acid). Reaction SMILES: [C:1]([NH:8][C@@H:9]([CH2:26][C:27]1[CH:32]=[CH:31][CH:30]=[CH:29][CH:28]=1)[C@@H:10]([OH:25])[CH2:11][C@@H:12]([CH2:16][C:17]1[CH:22]=[CH:21][CH:20]=[CH:19][C:18]=1[O:23][CH3:24])[C:13]([OH:15])=[O:14])([O:3][C:4]([CH3:7])([CH3:6])[CH3:5])=[O:2].N1C=CN=C1.[C:38]([Si:42]([CH3:45])([CH3:44])Cl)([CH3:41])([CH3:40])[CH3:39]>CN(C=O)C>[C:1]([NH:8][C@@H:9]([CH2:26][C:27]1[CH:32]=[CH:31][CH:30]=[CH:29][CH:28]=1)[C@@H:10]([O:25][Si:42]([C:38]([CH3:41])([CH3:40])[CH3:39])([CH3:45])[CH3:44])[CH2:11][C@@H:12]([CH2:16][C:17]1[CH:22]=[CH:21][CH:20]=[CH:19][C:18]=1[O:23][CH3:24])[C:13]([OH:15])=[O:14])([O:3][C:4]([CH3:6])([CH3:7])[CH3:5])=[O:2]. Reported procedure: A solution of 500 mg of 5(S)-(Boc-amino)-4(S)-hydroxy-6-phenyl-2(R)-[(2-methoxyphenyl)methyl]hexanoic acid in 5 ml of DMF is treated, while being stirred, with 614 mg of imidazole and 796 mg of tert-butyldimethylchlorosilane. After it has been stirred at RT for 20 h, the reaction solution is poured onto ice-water and the whole is extracted with ethyl acetate. The organic phase is washed with 10% citric acid solution and saline. The silyl ester group in the crude product is detached, at RT in 2 h... Reactants: O=C(n1ccnc1)n1ccnc1, COC(=O)c1ccc(C(=O)O)nc1, CN(C)C=O, NC(=O)c1cccc(N)c1N, c1ccncc1. Product: COC(=O)c1ccc(C(=O)Nc2cccc(C(N)=O)c2N)nc1. Reaction SMILES: [C:14]([n:15]1[cH:16][cH:17][n:18][cH:19]1)([n:20]1[cH:21][cH:22][n:23][cH:24]1)=[O:25].[CH3:1][O:2][C:3](=[O:4])[c:5]1[cH:6][cH:7][c:8]([C:11](=[O:12])[OH:13])[n:9][cH:10]1.[CH3:43][N:44]([CH3:45])[CH:46]=[O:47].[NH2:26][c:27]1[c:28]([C:29](=[O:30])[NH2:31])[cH:32][cH:33][cH:34][c:35]1[NH2:36].[cH:37]1[cH:38][cH:39][n:40][cH:41][cH:42]1>>[CH3:1][O:2][C:3](=[O:4])[c:5]1[cH:6][cH:7][c:8]([C:11](=[O:13])[NH:36][c:35]2[c:27]([NH2:26])[c:28]([C:29](=[O:30])[NH2:31])[cH:32][cH:33][cH:34]2)[n:9][cH:10]1.